The task is: describe an organic reaction: reactants, conditions, products, and yield. This data is from the Open Reaction Database (ORD), a public repository of structured organic reaction records. The reactants are C(C)(=O)OCC(CCN1C2=NC(=NC(=C2N=C1)Cl)N)COC(C)=O (9-(4-acetoxy-3-acetoxymethyl-but-1-yl)-2-amino-6-chloropurine), [OH-].[Na+] (sodium hydroxide). The solvent is Cl (hydrochloric acid). Product: OCC(CCN1C=2N=C(NC(C2N=C1)=O)N)CO (9-(4-hydroxy-3-hydroxymethylbut-1-yl)guanine). Yield: 85.0%. As a reaction SMILES: C([O:4][CH2:5][CH:6]([CH2:20][O:21]C(=O)C)[CH2:7][CH2:8][N:9]1[CH:17]=[N:16][C:15]2[C:10]1=[N:11][C:12]([NH2:19])=[N:13][C:14]=2Cl)(=O)C.[OH-:25].[Na+]>Cl>[OH:4][CH2:5][CH:6]([CH2:20][OH:21])[CH2:7][CH2:8][N:9]1[CH:17]=[N:16][C:15]2[C:14](=[O:25])[NH:13][C:12]([NH2:19])=[N:11][C:10]1=2 |f:1.2|. Procedure details: A solution of 9-(4-acetoxy-3-acetoxymethyl-but-1-yl)-2-amino-6-chloropurine (15.5 g, 43.6 mmol) in 2M hydrochloric acid (150 ml) was heated under reflux for 2 hours. The solution was then cooled to room temperature and neutralised with 10% sodium hydroxide solution, left to stand at 4° C., and the resulting precipitate filtered off, washed with cold water and recrystallized from water to give 9-(4-hydroxy-3-hydroxymethylbut-1-yl)guanine as a white crystalline solid (9.4 g, 85%) mp 275-277°. Reactants: [Br-], CC(C)(C)OC(=O)c1ccc(Br)cc1Nc1ccc(F)cc1, O=C([O-])[O-], CCCC[N+](CCCC)(CCCC)CCCC, Cc1ccccc1, C=CC1CCCCC1, [Cs+], [Cs+]. Product: CC(C)(C)OC(=O)c1ccc(C=CC2CCCCC2)cc1Nc1ccc(F)cc1. As a reaction SMILES: [Br-:37].[Br:1][c:2]1[cH:3][c:4]([NH:15][c:16]2[cH:17][cH:18][c:19]([F:22])[cH:20][cH:21]2)[c:5]([C:6](=[O:7])[O:8][C:9]([CH3:10])([CH3:11])[CH3:12])[cH:13][cH:14]1.[C:31](=[O:32])([O-:33])[O-:34].[CH3:38][CH2:39][CH2:40][CH2:41][N+:42]([CH2:43][CH2:44][CH2:45][CH3:46])([CH2:47][CH2:48][CH2:49][CH3:50])[CH2:51][CH2:52][CH2:53][CH3:54].[CH3:55][c:56]1[cH:57][cH:58][cH:59][cH:60][cH:61]1.[CH:23](=[CH2:24])[CH:25]1[CH2:26][CH2:27][CH2:28][CH2:29][CH2:30]1.[Cs+:35].[Cs+:36]>>[c:2]1([CH:24]=[CH:23][CH:25]2[CH2:26][CH2:27][CH2:28][CH2:29][CH2:30]2)[cH:3][c:4]([NH:15][c:16]2[cH:17][cH:18][c:19]([F:22])[cH:20][cH:21]2)[c:5]([C:6](=[O:7])[O:8][C:9]([CH3:10])([CH3:11])[CH3:12])[cH:13][cH:14]1. Reactants: [BH4-], COc1ccc(Oc2c(C)cc(C=O)cc2C)cc1C(C)C, CO, [Na+]. The product is COc1ccc(Oc2c(C)cc(CO)cc2C)cc1C(C)C. Reaction SMILES: [BH4-:23].[CH3:1][c:2]1[cH:3][c:4]([CH:5]=[O:6])[cH:7][c:8]([CH3:22])[c:9]1[O:10][c:11]1[cH:12][c:13]([CH:19]([CH3:20])[CH3:21])[c:14]([O:17][CH3:18])[cH:15][cH:16]1.[CH3:25][OH:26].[Na+:24]>>[CH3:1][c:2]1[cH:3][c:4]([CH2:5][OH:6])[cH:7][c:8]([CH3:22])[c:9]1[O:10][c:11]1[cH:12][c:13]([CH:19]([CH3:20])[CH3:21])[c:14]([O:17][CH3:18])[cH:15][cH:16]1. The reactants are ClC1=NC=C(C(=C1Cl)Cl)Cl (2,3,4,5-tetrachloropyridine), [Cl-].[NH4+] (ammonium chloride). The reagents and catalysts are [Zn] (zinc). Product: ClC1=NC=C(C=C1Cl)Cl (2,3,5-trichloropyridine). The yield is 77.8%. RXN SMILES: [Cl:1][C:2]1[C:7]([Cl:8])=[C:6](Cl)[C:5]([Cl:10])=[CH:4][N:3]=1.[Cl-].[NH4+]>[Zn]>[Cl:1][C:2]1[C:7]([Cl:8])=[CH:6][C:5]([Cl:10])=[CH:4][N:3]=1 |f:1.2|. Reported procedure: By the method described in Example 1, 11.0 g (0.05 mol) of 2,3,4,5-tetrachloropyridine, 4.4 g (0.065 gram atom) of zinc dust (96%) and 4.0 g (0.075 mol) of ammonium chloride are reacted to yield 7.1 g (78% of theory) of 2,3,5-trichloropyridine, m.p. 36°-40° C., which contains, according to gas-chromatographical analysis, 79.2% of 2,3,5-trichloropyridine, 11.8% of 2,3,4,5-tetrachloropyridine and 6.6% of unknown products. The reactants are CC(C)(C)C1=CC=C(C(=O)NC2=CC=C(C=C2)OCC(=O)OCC)C=C1 (4-(1,1-Dimethylethyl)-N-[4-(ethoxycarbonylmethoxy)-phenyl]-benzamide), [OH-].[Na+] (sodium hydroxide), Cl (hydrochloric acid). Reaction SMILES: [CH3:1][C:2]([C:5]1[CH:26]=[CH:25][C:8]([C:9]([NH:11][C:12]2[CH:17]=[CH:16][C:15]([O:18][CH2:19][C:20]([O:22]CC)=[O:21])=[CH:14][CH:13]=2)=[O:10])=[CH:7][CH:6]=1)([CH3:4])[CH3:3].[OH-].[Na+].Cl>>[CH3:4][C:2]([C:5]1[CH:26]=[CH:25][C:8]([C:9]([NH:11][C:12]2[CH:17]=[CH:16][C:15]([O:18][CH2:19][C:20]([OH:22])=[O:21])=[CH:14][CH:13]=2)=[O:10])=[CH:7][CH:6]=1)([CH3:1])[CH3:3] |f:1.2|. The product is CC(C)(C)C1=CC=C(C(=O)NC2=CC=C(C=C2)OCC(=O)O)C=C1 (4-(1,1-Dimethylethyl)-N-[4-(hydroxycarbonylmethoxy)-phenyl]-benzamide). Procedure details: 2.0 g. 4-(1,1-Dimethylethyl)-N-[4-(ethoxycarbonylmethoxy)-phenyl]-benzamide (Example 31) are heated in 20 ml. 2N aqueous sodium hydroxide solution, then acidified with concentrated hydrochloric acid, filtered off with suction and washed with water. After recrystallisation from ethyl acetate, there is obtained 1.2 g. (65% of theory) of the title compound; m.p. 179°-181° C. Reactants: CC(=O)OO, CC(=O)OCC(COC(C)=O)OC(C)=O. The product is CC(=O)OCC(COC(C)=O)OC(C)=O, OO. As a reaction SMILES: [C:16](=[O:17])([CH3:18])[O:19][OH:20].[CH3:1][C:2]([O:3][CH2:4][CH:5]([O:6][C:7]([CH3:8])=[O:9])[CH2:10][O:11][C:12]([CH3:13])=[O:14])=[O:15]>>[CH3:1][C:2]([O:3][CH2:4][CH:5]([O:6][C:7]([CH3:8])=[O:9])[CH2:10][O:11][C:12]([CH3:13])=[O:14])=[O:15].[OH:19][OH:20]. The reactants are CC=1C=C(C=CC1[N+](=O)[O-])O (3-Methyl-4-nitrophenol), CN=C=O (methylisocyanate). Solvent: O1CCCC1 (tetrahydrofuran), C(C)N(CC)CC (triethylamine). The product is CNC(OC1=CC(=C(C=C1)[N+](=O)[O-])C)=O (3-methyl-4-nitrophenyl N-methylcarbamate). As a reaction SMILES: [CH3:1][C:2]1[CH:3]=[C:4]([OH:11])[CH:5]=[CH:6][C:7]=1[N+:8]([O-:10])=[O:9].[CH3:12][N:13]=[C:14]=[O:15]>O1CCCC1.C(N(CC)CC)C>[CH3:12][NH:13][C:14](=[O:15])[O:11][C:4]1[CH:5]=[CH:6][C:7]([N+:8]([O-:10])=[O:9])=[C:2]([CH3:1])[CH:3]=1. Procedure: 3-Methyl-4-nitrophenol (46.0g., 0.30 mole) was dissolved in tetrahydrofuran (200 ml.) and triethylamine (2 ml.). To this solution was added dropwise methylisocyanate (18.8g., 0.33 mole, 25 ml.) which resulted in an exotherm to about 40° C. Refluxing for one hour, followed by quenching in excess water, yieldig a light tan precipitate. After filtration and drying the material (51g.) melted at .99°-101° C. The reactants are O (Water), C1(CCCC1)C=1C(=NN2C(=NN=C(C21)C)C2=CC=CC=C2)OS(=O)(=O)C2=CC=C(C=C2)C (toluene-4-sulfonic acid 3-cyclopentyl-4-methyl-7-phenylpyrazolo[1,5-d][1,2,4]triazin-2-yl ester), C(C)N1N=CN=C1CO ((2-ethyl-2H-[1,2,4]triazol-3-yl)methanol), A-170073, [H-].[Na+] (sodium hydride). Solvent: CN(C)C=O (DMF). Reaction conditions: time 1 hour. Product: C1(CCCC1)C=1C(=NN2C(=NN=C(C21)C)C2=CC=CC=C2)OCC=2N(N=CN2)CC (3-Cyclopentyl-2-(2-ethyl-2H-[1,2,4]triazol-3-ylmethoxy)-4-methyl-7-phenylpyrazolo[1,5-d][1,2,4]triazine). Reaction SMILES: [CH:1]1([C:6]2[C:7]([O:22]S(C3C=CC(C)=CC=3)(=O)=O)=[N:8][N:9]3[C:14]=2[C:13]([CH3:15])=[N:12][N:11]=[C:10]3[C:16]2[CH:21]=[CH:20][CH:19]=[CH:18][CH:17]=2)[CH2:5][CH2:4][CH2:3][CH2:2]1.[CH2:33]([N:35]1[C:39]([CH2:40]O)=[N:38][CH:37]=[N:36]1)[CH3:34].[H-].[Na+].O>CN(C=O)C>[CH:1]1([C:6]2[C:7]([O:22][CH2:40][C:39]3[N:35]([CH2:33][CH3:34])[N:36]=[CH:37][N:38]=3)=[N:8][N:9]3[C:14]=2[C:13]([CH3:15])=[N:12][N:11]=[C:10]3[C:16]2[CH:21]=[CH:20][CH:19]=[CH:18][CH:17]=2)[CH2:2][CH2:3][CH2:4][CH2:5]1 |f:2.3|. Procedure: To toluene-4-sulfonic acid 3-cyclopentyl-4-methyl-7-phenylpyrazolo[1,5-d][1,2,4]triazin-2-yl ester (300 mg, 0.67 mmol) and (2-ethyl-2H-[1,2,4]triazol-3-yl)methanol (102 mg, 1.2 molar eq; prepared as described in EP-A-170073) in DMF (10 ml) was added sodium hydride (29.5 mg of a 60% dispersion in mineral oil; 1.2 molar eq) and the mixture was stirred at room temperature for 1 h. Water (90 ml) was added then the solution was extracted with diethyl ether (4×60 ml). The combined ether layers were wa... The reactants are CCN(C(C)C)C(C)C, O=S(=O)(Cl)c1ccc(C(F)(F)F)cc1, CC(C)(C)OC(=O)C(N)Cc1ccc(OCCCC(=O)O)cc1, CN(C)C=O. Yields the product CC(C)(C)OC(=O)C(Cc1ccc(OCCCC(=O)O)cc1)NS(=O)(=O)c1ccc(C(F)(F)F)cc1. Reaction SMILES: [CH:38]([N:39]([CH:40]([CH3:41])[CH3:42])[CH2:43][CH3:44])([CH3:45])[CH3:46].[F:24][C:25]([c:26]1[cH:27][cH:28][c:29]([S:32](=[O:33])(=[O:34])[Cl:35])[cH:30][cH:31]1)([F:36])[F:37].[NH2:1][CH:2]([CH2:3][c:4]1[cH:5][cH:6][c:7]([O:8][CH2:9][CH2:10][CH2:11][C:12](=[O:13])[OH:14])[cH:15][cH:16]1)[C:17](=[O:18])[O:19][C:20]([CH3:21])([CH3:22])[CH3:23].[O:47]=[CH:48][N:49]([CH3:50])[CH3:51]>>[NH:1]([CH:2]([CH2:3][c:4]1[cH:5][cH:6][c:7]([O:8][CH2:9][CH2:10][CH2:11][C:12](=[O:13])[OH:14])[cH:15][cH:16]1)[C:17](=[O:18])[O:19][C:20]([CH3:21])([CH3:22])[CH3:23])[S:32]([c:29]1[cH:28][cH:27][c:26]([C:25]([F:24])([F:36])[F:37])[cH:31][cH:30]1)(=[O:33])=[O:34]. Reactants: CN, CN(C)Cc1ccc(CCl)o1, CC(C)O, Cl, O=[N+]([O-])C=C1NCCS1, [Na+], [OH-], O. RXN SMILES: [CH3:10][NH2:11].[CH3:13][N:14]([CH3:15])[CH2:16][c:17]1[cH:18][cH:19][c:20]([CH2:22][Cl:23])[o:21]1.[CH:27]([OH:28])([CH3:29])[CH3:30].[ClH:12].[N+:1](=[O:2])([O-:3])[CH:4]=[C:5]1[S:6][CH2:7][CH2:8][NH:9]1.[Na+:25].[OH-:24].[OH2:26]>>[N+:1](=[O:2])([O-:3])[CH:4]=[C:5]([NH:9][CH2:8][CH2:7][S:6][CH2:22][c:20]1[cH:19][cH:18][c:17]([CH2:16][N:14]([CH3:13])[CH3:15])[o:21]1)[NH:11][CH3:10]. The product is CNC(=C[N+](=O)[O-])NCCSCc1ccc(CN(C)C)o1.